Dataset: the Open Reaction Database (ORD), a public repository of structured organic reaction records. Task: describe an organic reaction: reactants, conditions, products, and yield The reactants are N([C@@H](CN)C(=O)O)C(=O)OC(C)(C)C (Boc-Dap), CCOC(=O)OC(=O)OCC (DEPC), CCN(C(C)C)C(C)C (DIEA), N([C@@H](CC1=CC=CC=C1)C(=O)O)C(=O)OCC1=CC=CC=C1.N1N=NN=C1 (Cbz-Phe Tetrazole). Reagents/catalysts: [Pd] (Pd/C). The solvent is C(C)O (ethanol). Run at time 2 hour. The product is N([C@@H](CN)C(=O)N[C@@H](CC1=CC=CC=C1)C(=O)O)C(=O)OC(C)(C)C.N1N=NN=C1 (Boc-Dap-Phe Tetrazole). The yield is 26.7%. Reaction SMILES: [NH:1]([C:13]([O:15]CC1C=CC=CC=1)=O)[C@H:2]([C:10]([OH:12])=[O:11])[CH2:3][C:4]1[CH:9]=[CH:8][CH:7]=[CH:6][CH:5]=1.[NH:23]1[CH:27]=[N:26][N:25]=[N:24]1.[NH:28]([C:35]([O:37][C:38]([CH3:41])([CH3:40])[CH3:39])=[O:36])[C@H:29](C(O)=O)[CH2:30][NH2:31].CCOC(OC(OCC)=O)=O.CCN(C(C)C)C(C)C>C(O)C.[Pd]>[NH:28]([C:35]([O:37][C:38]([CH3:41])([CH3:40])[CH3:39])=[O:36])[C@H:29]([C:13]([NH:1][C@H:2]([C:10]([OH:12])=[O:11])[CH2:3][C:4]1[CH:5]=[CH:6][CH:7]=[CH:8][CH:9]=1)=[O:15])[CH2:30][NH2:31].[NH:23]1[CH:27]=[N:26][N:25]=[N:24]1 |f:0.1,7.8|. Procedure: Cbz-Phe-Tetrazole (2.25 g, 6.25 mmole) was then dissolved in ethanol (100 ml) and treated with Pd/C 10% (500 mg, 0.3125 mmole) and stirred under hydrogen for 2 hr. The reaction mixture was filtered through a celite pad and concentrated to dryness. This material was reconstituted in dichloromethane (80 ml) and treated with Boc-Dap (1.88 g, 6.54 mmole), DEPC (1.42 ml, 9.38 mmole) and DIEA (3.8 ml, 21.88 mmole). After 16 hr volatiles were removed to afford crude Boc-Dap-Phe-Tetrazole which was puri... The reactants are S1C(=NC2=C1C=CC=C2)C(CC(C(F)F)=O)=O (1-(benzothiazol-2-yl)-4,4-difluorobutane-1,3-dione), Cl.S(N)(=O)(=O)C1=CC=C(C=C1)NN (4-sulfamoylphenylhydrazine hydrochloride). The product is S1C(=NC2=C1C=CC=C2)C2=CC(=NN2C2=CC=C(C=C2)S(=O)(=O)N)C(F)F (4-[5-(benzothiazol-2-yl)-3-difluoromethyl-1H-pyrazol-1-yl]benzenesulfonamide). Yield: 37.0%. As a reaction SMILES: [S:1]1[C:5]2[CH:6]=[CH:7][CH:8]=[CH:9][C:4]=2[N:3]=[C:2]1[C:10](=O)[CH2:11][C:12](=O)[CH:13]([F:15])[F:14].Cl.[S:19]([C:23]1[CH:28]=[CH:27][C:26]([NH:29][NH2:30])=[CH:25][CH:24]=1)(=[O:22])(=[O:21])[NH2:20]>>[S:1]1[C:5]2[CH:6]=[CH:7][CH:8]=[CH:9][C:4]=2[N:3]=[C:2]1[C:10]1[N:29]([C:26]2[CH:25]=[CH:24][C:23]([S:19]([NH2:20])(=[O:22])=[O:21])=[CH:28][CH:27]=2)[N:30]=[C:12]([CH:13]([F:15])[F:14])[CH:11]=1 |f:1.2|. Procedure: The procedure of Example 9 was repeated using 1-(benzothiazol-2-yl)-4,4-difluorobutane-1,3-dione and 4-sulfamoylphenylhydrazine hydrochloride as the starting materials to obtain 4-[5-(benzothiazol-2-yl)-3-difluoromethyl-1H-pyrazol-1-yl]benzenesulfonamide (yield, 37%). NMR(CDCl3 -DMSO-d6) δ: 6.86 (1H, t, J=54.5 Hz), 7.12 (2H, s), 7.25 (1H, s), 7.43-7.66 (4H, m), 7.92-8.06 (4H, m); mp 247-249° C. (DMF-ethanol) Reactants: COC=1C=C(CC2NCCC3=CC(=C(C=C23)OC)OC)C=CC1 (1-(3-Methoxy-benzyl)-6,7-dimethoxy-1,2,3,4-tetrahydro-isoquinoline), BrCC(=O)Br (2-bromoacetyl bromide), FC1=C(CN)C=CC=C1 (2-fluoro-benzylamine). The product is COC=1C=C(CC2N(CCC3=CC(=C(C=C23)OC)OC)CC(=O)NCC2=C(C=CC=C2)F)C=CC1 (2-[1-(3-Methoxy-benzyl)-6,7-dimethoxy-3,4-dihydro-1H-isoquinolin-2-yl]-N-(2-fluoro-benzyl)-acetamide). As a reaction SMILES: [CH3:1][O:2][C:3]1[CH:4]=[C:5]([CH:21]=[CH:22][CH:23]=1)[CH2:6][CH:7]1[C:16]2[C:11](=[CH:12][C:13]([O:19][CH3:20])=[C:14]([O:17][CH3:18])[CH:15]=2)[CH2:10][CH2:9][NH:8]1.Br[CH2:25][C:26](Br)=[O:27].[F:29][C:30]1[CH:37]=[CH:36][CH:35]=[CH:34][C:31]=1[CH2:32][NH2:33]>>[CH3:1][O:2][C:3]1[CH:4]=[C:5]([CH:21]=[CH:22][CH:23]=1)[CH2:6][CH:7]1[C:16]2[C:11](=[CH:12][C:13]([O:19][CH3:20])=[C:14]([O:17][CH3:18])[CH:15]=2)[CH2:10][CH2:9][N:8]1[CH2:25][C:26]([NH:33][CH2:32][C:31]1[CH:34]=[CH:35][CH:36]=[CH:37][C:30]=1[F:29])=[O:27]. Procedure details: prepared by reaction of 1-(3-Methoxy-benzyl)-6,7-dimethoxy-1,2,3,4-tetrahydro-isoquinoline and 2-bromoacetyl bromide with 2-fluoro-benzylamine Starting materials: FC1(CC[C@@H]([C@H](C1)OC1=CC(=C(C=C1C)S(=O)(=O)N(C1=NC=NC=C1)CC1=C(C=C(C=C1)OC)OC)F)C=1C=NN(C1)CC1=CC=C(C=C1)OC)F (4-({(1S,2R)-5,5-difluoro-2-[1-(4-methoxybenzyl)-1H-pyrazol-4-yl]cyclohexyl}oxy)-N-(2,4-dimethoxybenzyl)-2-fluoro-5-methyl-N-(pyrimidin-4-yl)benzenesulfonamide), C(C)[SiH](CC)CC (triethylsilane), FC(C(=O)O)(F)F (trifluoroacetic acid). The solvent is ClCCl (dichloromethane). Yields the product FC1(CC[C@@H]([C@H](C1)OC1=CC(=C(C=C1C)S(=O)(=O)NC1=NC=NC=C1)F)C=1C=NNC1)F (4-{[(1S,2R)-5,5-Difluoro-2-(1H-pyrazol-4-yl)cyclohexyl]oxy}-2-fluoro-5-methyl-N-(pyrimidin-4-yl)benzenesulfonamide). The yield is 96.3%. Reaction SMILES: [F:1][C:2]1([F:52])[CH2:7][C@H:6]([O:8][C:9]2[C:14]([CH3:15])=[CH:13][C:12]([S:16]([N:19](CC3C=CC(OC)=CC=3OC)[C:20]3[CH:25]=[CH:24][N:23]=[CH:22][N:21]=3)(=[O:18])=[O:17])=[C:11]([F:37])[CH:10]=2)[C@@H:5]([C:38]2[CH:39]=[N:40][N:41](CC3C=CC(OC)=CC=3)[CH:42]=2)[CH2:4][CH2:3]1.C([SiH](CC)CC)C.FC(F)(F)C(O)=O>ClCCl>[F:52][C:2]1([F:1])[CH2:7][C@H:6]([O:8][C:9]2[C:14]([CH3:15])=[CH:13][C:12]([S:16]([NH:19][C:20]3[CH:25]=[CH:24][N:23]=[CH:22][N:21]=3)(=[O:17])=[O:18])=[C:11]([F:37])[CH:10]=2)[C@@H:5]([C:38]2[CH:42]=[N:41][NH:40][CH:39]=2)[CH2:4][CH2:3]1. Procedure: A solution of the 4-({(1S,2R)-5,5-difluoro-2-[1-(4-methoxybenzyl)-1H-pyrazol-4-yl]cyclohexyl}oxy)-N-(2,4-dimethoxybenzyl)-2-fluoro-5-methyl-N-(pyrimidin-4-yl)benzenesulfonamide (0.15 g, 0.20 mmol) prepared in Example 143f, triethylsilane (0.16 mL) and trifluoroacetic acid (0.20 mL) in dichloromethane (2.0 mL) was stirred at 140° C. for 1 hour under microwave irradiation. The reaction solution was concentrated, and the residue was purified with silica gel chromatography (ethyl acetate) to yield t... Reactants: CC(C)(C)OC(=O)CC(NC(=O)OCc1ccccc1)C(O)COc1c(F)c(F)cc(F)c1F, CO. Yields the product CC(C)(C)OC(=O)CC(N)C(O)COc1c(F)c(F)cc(F)c1F. Reaction SMILES: [C:1]([CH3:2])([CH3:3])([CH3:4])[O:5][C:6]([CH2:7][CH:8]([CH:9]([CH2:10][O:11][c:12]1[c:13]([F:21])[c:14]([F:20])[cH:15][c:16]([F:19])[c:17]1[F:18])[OH:22])[NH:23][C:24]([O:25][CH2:26][c:27]1[cH:28][cH:29][cH:30][cH:31][cH:32]1)=[O:33])=[O:34].[CH3:35][OH:36]>>[C:1]([CH3:2])([CH3:3])([CH3:4])[O:5][C:6]([CH2:7][CH:8]([CH:9]([CH2:10][O:11][c:12]1[c:13]([F:21])[c:14]([F:20])[cH:15][c:16]([F:19])[c:17]1[F:18])[OH:22])[NH2:23])=[O:34].